From a dataset of the Open Reaction Database (ORD), a public repository of structured organic reaction records. describe an organic reaction: reactants, conditions, products, and yield The reactants are CC(C)(C)n1cc(C(=O)NCc2ccc(Cl)cc2)c(=O)c2cc(I)ccc21, C#CCO, CCNCC, [Cu]I, Cl[Pd]Cl, c1ccc(P(c2ccccc2)c2ccccc2)cc1, c1ccc(P(c2ccccc2)c2ccccc2)cc1. The product is CC(C)(C)n1cc(C(=O)NCc2ccc(Cl)cc2)c(=O)c2cc(C#CCO)ccc21. Reaction SMILES: [C:1]([CH3:2])([CH3:3])([CH3:4])[n:5]1[cH:6][c:7]([C:17](=[O:18])[NH:19][CH2:20][c:21]2[cH:22][cH:23][c:24]([Cl:27])[cH:25][cH:26]2)[c:8](=[O:16])[c:9]2[cH:10][c:11]([I:15])[cH:12][cH:13][c:14]12.[CH2:28]([C:29]#[CH:30])[OH:31].[CH2:32]([NH:33][CH2:34][CH3:35])[CH3:36].[Cu:37][I:38].[Pd:39]([Cl:40])[Cl:41].[c:42]1([P:43]([c:44]2[cH:45][cH:46][cH:47][cH:48][cH:49]2)[c:50]2[cH:51][cH:52][cH:53][cH:54][cH:55]2)[cH:56][cH:57][cH:58][cH:59][cH:60]1.[c:61]1([P:62]([c:63]2[cH:64][cH:65][cH:66][cH:67][cH:68]2)[c:69]2[cH:70][cH:71][cH:72][cH:73][cH:74]2)[cH:75][cH:76][cH:77][cH:78][cH:79]1>>[C:1]([CH3:2])([CH3:3])([CH3:4])[n:5]1[cH:6][c:7]([C:17](=[O:18])[NH:19][CH2:20][c:21]2[cH:22][cH:23][c:24]([Cl:27])[cH:25][cH:26]2)[c:8](=[O:16])[c:9]2[cH:10][c:11]([C:30]#[C:29][CH2:28][OH:31])[cH:12][cH:13][c:14]12. Run in C(Cl)(Cl)Cl (chloroform), [Cl-].[Na+].O (brine). Procedure details: Boron trifluoride ethyl etherate (0.135 g, 0.12 mL, 0.001 mol) was added to a mixture of ethyl 5-chloro-6-fluoroindole-2-carboxylate (0.75 g, 0.0031 mol), N-(3,5-dimethylphenylthio)-succinimide (0.78 g, 0.0033 mol) and anhydrous dichloromethane (20 mL) under dry argon atmosphere. After stirring at room temperature for 2 hours was added boron trifluoride ethyl etherate (0.27 g, 0.24 mL, 0.002 mol) and then reaction was heated at 45° C. for 2 hours. After cooling reaction was diluted chloroform an... As a reaction SMILES: B(F)(F)F.CCOCC.[Cl:10][C:11]1[CH:12]=[C:13]2[C:17](=[CH:18][C:19]=1[F:20])[NH:16][C:15]([C:21]([O:23][CH2:24][CH3:25])=[O:22])=[CH:14]2.[CH3:26][C:27]1[CH:28]=[C:29]([S:34]N2C(=O)CCC2=O)[CH:30]=[C:31]([CH3:33])[CH:32]=1.ClCCl>[Cl-].[Na+].O.C(Cl)(Cl)Cl>[Cl:10][C:11]1[CH:12]=[C:13]2[C:17](=[CH:18][C:19]=1[F:20])[NH:16][C:15]([C:21]([O:23][CH2:24][CH3:25])=[O:22])=[C:14]2[S:34][C:29]1[CH:30]=[C:31]([CH3:33])[CH:32]=[C:27]([CH3:26])[CH:28]=1 |f:0.1,5.6.7|. The yield is 102.4%. Conditions: time 2 hour. Starting materials: B(F)(F)F.CCOCC (Boron trifluoride ethyl etherate), ClC=1C=C2C=C(NC2=CC1F)C(=O)OCC (ethyl 5-chloro-6-fluoroindole-2-carboxylate), CC=1C=C(C=C(C1)C)SN1C(CCC1=O)=O (N-(3,5-dimethylphenylthio)-succinimide), ClCCl (dichloromethane), B(F)(F)F.CCOCC (boron trifluoride ethyl etherate). Yields the product ClC=1C=C2C(=C(NC2=CC1F)C(=O)OCC)SC1=CC(=CC(=C1)C)C (Ethyl 5-chloro-3-(3,5-dimethylphenylthio)-6-fluoroindole-2-carboxylate). Reaction SMILES: C([O:4][CH2:5][C:6]([NH:8][C:9]1[C:10]([I:45])=[C:11]([C:31]([NH:33][CH2:34][CH:35]([O:41]C(=O)C)[CH2:36][O:37]C(=O)C)=[O:32])[C:12]([I:30])=[C:13]([C:28]=1[I:29])[C:14]([NH:16][CH2:17][CH:18]([O:24]C(=O)C)[CH2:19][O:20]C(=O)C)=[O:15])=[O:7])(=O)C.[C:46](OCCCC(ON(C1C(I)=C(C(N)=O)C(I)=C(C=1I)C(N(CC(OC(=O)C)COC(=O)C)CC(OC(=O)C)COC(=O)C)=O)C(=O)C)=O)(=[O:48])[CH3:47]>>[CH2:47]([N:8]([C:6]([CH2:5][OH:4])=[O:7])[C:9]1[C:28]([I:29])=[C:13]([C:14]([NH:16][CH2:17][CH:18]([OH:24])[CH2:19][OH:20])=[O:15])[C:12]([I:30])=[C:11]([C:31]([NH:33][CH2:34][CH:35]([OH:41])[CH2:36][OH:37])=[O:32])[C:10]=1[I:45])[CH2:46][OH:48].[OH:24][CH:18]([CH2:19][OH:20])[CH2:17][NH:16][C:14](=[O:15])[C:13]1[C:28]([I:29])=[C:9]([NH:8][C:6](=[O:7])[CH2:5][OH:4])[C:10]([I:45])=[C:11]([C:31]([NH:33][CH2:34][CH:35]([OH:41])[CH2:36][OH:37])=[O:32])[C:12]=1[I:30]. Procedure details: ) acid hydrolyzing said 5-acetoxyacetamido-N,N'-bis(2,3-diacetoxypropyl)2,4,6-triiodoisophthalamide and 5-[N-(2-acetoxyethyl)acetoxyacetamido]-N,N-bis(2,3-diacetoxypropyl)-2,4,6-triiodoisophthalamide under acid hydrolyzing conditions to produce ioversol and N,N'-bis-(2,3-dihydroxypropyl)-5-glycolamido-2,4,6-triiodoisophthalamide; and Product: C(CO)N(C=1C(=C(C(=C(C1I)C(=O)NCC(CO)O)I)C(=O)NCC(CO)O)I)C(=O)CO (ioversol), OC(CNC(C1=C(C(C(=O)NCC(CO)O)=C(C(=C1I)NC(CO)=O)I)I)=O)CO (N,N'-bis-(2,3-dihydroxypropyl)-5-glycolamido-2,4,6-triiodoisophthalamide). Starting materials: C(C)(=O)OCC(=O)NC=1C(=C(C(=C(C(=O)NCC(COC(C)=O)OC(C)=O)C1I)I)C(=O)NCC(COC(C)=O)OC(C)=O)I (5-acetoxyacetamido-N,N'-bis(2,3-diacetoxypropyl)2,4,6-triiodoisophthalamide), C(C)(=O)OCCCC(=O)ON(C(C)=O)C=1C(=C(C(=C(C(=O)N(CC(COC(C)=O)OC(C)=O)CC(COC(C)=O)OC(C)=O)C1I)I)C(=O)N)I (5-[N-(2-acetoxyethyl)acetoxyacetamido]-N,N-bis(2,3-diacetoxypropyl)-2,4,6-triiodoisophthalamide). The product is COC(=O)c1ccccc1S(=O)(=O)NC(=O)Nc1nc(OC(F)F)cc(OC(F)F)n1. The reactants are COC(=O)c1ccccc1S(=O)(=O)N=C=O, Nc1nc(OC(F)F)cc(OC(F)F)n1, C1COCCO1. Reaction SMILES: [CH3:1][O:2][C:3](=[O:4])[c:5]1[c:6]([S:11](=[O:12])(=[O:13])[N:14]=[C:15]=[O:16])[cH:7][cH:8][cH:9][cH:10]1.[NH2:17][c:18]1[n:19][c:20]([O:28][CH:29]([F:30])[F:31])[cH:21][c:22]([O:24][CH:25]([F:26])[F:27])[n:23]1.[O:32]1[CH2:33][CH2:34][O:35][CH2:36][CH2:37]1>>[CH3:1][O:2][C:3](=[O:4])[c:5]1[c:6]([S:11](=[O:12])(=[O:13])[NH:14][C:15](=[O:16])[NH:17][c:18]2[n:19][c:20]([O:28][CH:29]([F:30])[F:31])[cH:21][c:22]([O:24][CH:25]([F:26])[F:27])[n:23]2)[cH:7][cH:8][cH:9][cH:10]1. Reactants: BrC1=C2C=CC(=CC2=CC=C1)S(=O)(=O)O (5-bromonaphthalene-2-sulfonic acid), ice, CN(C)C=O (DMF), S(=O)(Cl)Cl (Thionyl chloride). The solvent is C(Cl)Cl (DCM). Product: BrC1=C2C=CC(=CC2=CC=C1)S(=O)(=O)Cl (5-bromonaphthalene-2-sulfonyl chloride). Isolated yield 94.0%. Reaction SMILES: [Br:1][C:2]1[CH:11]=[CH:10][CH:9]=[C:8]2[C:3]=1[CH:4]=[CH:5][C:6]([S:12]([OH:15])(=O)=[O:13])=[CH:7]2.CN(C=O)C.S(Cl)([Cl:23])=O>C(Cl)Cl>[Br:1][C:2]1[CH:11]=[CH:10][CH:9]=[C:8]2[C:3]=1[CH:4]=[CH:5][C:6]([S:12]([Cl:23])(=[O:15])=[O:13])=[CH:7]2. Procedure details: To a round bottom flask was added 5-bromonaphthalene-2-sulfonic acid (5.00 g, 17.41 mmol), followed by DMF (17.41 mL) to generate a deep green heterogeneous solution. Thionyl chloride (2.54 mL, 34.8 mmol) was added dropwise using a syringe at rt, and the solution turned orange and heat was evolved. The solution became homogeneous. The solution was maintained at rt for 18 h. The resulting orange solution was poured into a separatory funnel containing ice and diluted with DCM (200 mL). When the ic...